This data is from the Open Reaction Database (ORD), a public repository of structured organic reaction records. The task is: describe an organic reaction: reactants, conditions, products, and yield Starting materials: BrCc1ccccc1, CO, [K+], [OH-], Oc1cccnc1O. Yields the product Oc1ncccc1OCc1ccccc1. Reaction SMILES: [Br:11][CH2:12][c:13]1[cH:14][cH:15][cH:16][cH:17][cH:18]1.[CH3:19][OH:20].[K+:2].[OH-:1].[n:3]1[c:4]([OH:10])[c:5]([OH:9])[cH:6][cH:7][cH:8]1>>[n:3]1[c:4]([OH:10])[c:5]([O:9][CH2:12][c:13]2[cH:14][cH:15][cH:16][cH:17][cH:18]2)[cH:6][cH:7][cH:8]1. Yields the product CCc1nn2c(c1Br)CCCC2. Starting materials: BrBr, CCc1cc2n(n1)CCCC2, CCO. RXN SMILES: [Br:12][Br:13].[CH2:1]([CH3:2])[c:3]1[n:4][n:5]2[c:6]([cH:11]1)[CH2:7][CH2:8][CH2:9][CH2:10]2.[CH3:14][CH2:15][OH:16]>>[CH2:1]([CH3:2])[c:3]1[n:4][n:5]2[c:6]([c:11]1[Br:12])[CH2:7][CH2:8][CH2:9][CH2:10]2. Reactants: Cl.C1(=CC=CC=C1)NS(=O)(=O)C1=CC(=C(NC)C=C1)N (4-phenylaminosulphonyl-2-amino-N-methyl-aniline-hydrochloride), C(#N)C1=CC=C(C=C1)CC(=O)O (4-cyano-phenylacetic acid). The solvent is P(=O)(Cl)(Cl)Cl (phosphorus oxychloride). Yields the product C1(=CC=CC=C1)NS(=O)(=O)C1=CC2=C(N(C(=N2)CC2=CC=C(C#N)C=C2)C)C=C1 (4-[(5-phenylaminosulphonyl-1-methyl-1H-benzimidazol-2-yl)-methyl]-benzonitrile). Reaction SMILES: Cl.[C:2]1([NH:8][S:9]([C:12]2[CH:19]=[CH:18][C:15]([NH:16][CH3:17])=[C:14]([NH2:20])[CH:13]=2)(=[O:11])=[O:10])[CH:7]=[CH:6][CH:5]=[CH:4][CH:3]=1.[C:21]([C:23]1[CH:28]=[CH:27][C:26]([CH2:29][C:30](O)=O)=[CH:25][CH:24]=1)#[N:22]>P(Cl)(Cl)(Cl)=O>[C:2]1([NH:8][S:9]([C:12]2[CH:19]=[CH:18][C:15]3[N:16]([CH3:17])[C:30]([CH2:29][C:26]4[CH:27]=[CH:28][C:23]([C:21]#[N:22])=[CH:24][CH:25]=4)=[N:20][C:14]=3[CH:13]=2)(=[O:10])=[O:11])[CH:3]=[CH:4][CH:5]=[CH:6][CH:7]=1 |f:0.1|. Reported procedure: Prepared analogously to Example 1a from 4-phenylaminosulphonyl-2-amino-N-methyl-aniline-hydrochloride and 4-cyano-phenylacetic acid in phosphorus oxychloride. Starting materials: CCN, COCCOC, O=C1NC(=O)C(=Cc2ccc([N+](=O)[O-])c(F)c2)S1. Product: CCNc1cc(C=C2SC(=O)NC2=O)ccc1[N+](=O)[O-]. Reaction SMILES: [CH3:19][CH2:20][NH2:21].[CH3:22][O:23][CH2:24][CH2:25][O:26][CH3:27].[F:1][c:2]1[cH:3][c:4]([CH:5]=[C:6]2[C:7](=[O:12])[NH:8][C:9](=[O:11])[S:10]2)[cH:13][cH:14][c:15]1[N+:16](=[O:17])[O-:18]>>[c:2]1([NH:21][CH2:20][CH3:19])[cH:3][c:4]([CH:5]=[C:6]2[C:7](=[O:12])[NH:8][C:9](=[O:11])[S:10]2)[cH:13][cH:14][c:15]1[N+:16](=[O:17])[O-:18].